From a dataset of the Open Reaction Database (ORD), a public repository of structured organic reaction records. describe an organic reaction: reactants, conditions, products, and yield Reactants: O=S(=O)(Cl)c1ccc(Br)s1, CC=O, CNCCc1ccc(F)cc1. The product is CN(CCc1ccc(F)cc1)S(=O)(=O)c1ccc(Br)s1. As a reaction SMILES: [Br:1][c:2]1[cH:3][cH:4][c:5]([S:7](=[O:8])(=[O:9])[Cl:10])[s:6]1.[CH3:22][C:23]=[O:24].[F:11][c:12]1[cH:13][cH:14][c:15]([CH2:18][CH2:19][NH:20][CH3:21])[cH:16][cH:17]1>>[Br:1][c:2]1[cH:3][cH:4][c:5]([S:7](=[O:8])(=[O:9])[N:20]([CH2:19][CH2:18][c:15]2[cH:14][cH:13][c:12]([F:11])[cH:17][cH:16]2)[CH3:21])[s:6]1. Starting materials: C1=NC=CC2=C(C=CC=C12)OCC(=O)OCC (ethyl 5-isoquinolyloxyacetate), [OH-].[Na+] (NaOH). The solvent is C(C)O (ethanol). Reaction conditions: time 12 hour. Yields the product C1=NC=CC2=C(C=CC=C12)OCC(=O)O (5-Isoquinolyloxyacetic acid). RXN SMILES: [CH:1]1[C:10]2[C:5](=[C:6]([O:11][CH2:12][C:13]([O:15]CC)=[O:14])[CH:7]=[CH:8][CH:9]=2)[CH:4]=[CH:3][N:2]=1.[OH-].[Na+]>C(O)C>[CH:1]1[C:10]2[C:5](=[C:6]([O:11][CH2:12][C:13]([OH:15])=[O:14])[CH:7]=[CH:8][CH:9]=2)[CH:4]=[CH:3][N:2]=1 |f:1.2|. Procedure: In 10 ml of acetonitrile, 1.0 g of 5-hydroxyisoquinoline and 1.52 ml of ethyl bromoacetate were added in the presence of 2.07 ml of DBU and the resultant mixture was refluxed for 8 hr. The reaction mixture was evaporated under reduced pressure and the resultant residue was redissolved in 1N-HCl, washed with ethyl acetate. The aqueous layer was made alkaline with sodium hydrogencarbonate and extracted with ethyl acetate. The extract was washed with saturated sodium chloride aqueous solution and d...